From a dataset of the Open Reaction Database (ORD), a public repository of structured organic reaction records. describe an organic reaction: reactants, conditions, products, and yield Starting materials: ClCCCCOC=1C=CC2=C(C(OC(N2)=O)(C2CCCCC2)C2CCCCC2)C1 (6-(4-chlorobutoxy)-4,4-dicyclohexyl-4H-3,1-benzoxazin-2-one), ClC=1C=C(C=CC1Cl)S (3,4-dichloro-thiophenol). Yields the product ClC=1C=C(C=CC1Cl)SCCCCOC=1C=CC2=C(C(OC(N2)=O)(C2CCCCC2)C2CCCCC2)C1 (6-[4-(3,4-Dichloro-phenylmercapto)-butoxy]-4,4-dicyclohexyl-4H-3,1-benzoxazin-2-one). RXN SMILES: Cl[CH2:2][CH2:3][CH2:4][CH2:5][O:6][C:7]1[CH:8]=[CH:9][C:10]2[NH:15][C:14](=[O:16])[O:13][C:12]([CH:23]3[CH2:28][CH2:27][CH2:26][CH2:25][CH2:24]3)([CH:17]3[CH2:22][CH2:21][CH2:20][CH2:19][CH2:18]3)[C:11]=2[CH:29]=1.[Cl:30][C:31]1[CH:32]=[C:33]([SH:38])[CH:34]=[CH:35][C:36]=1[Cl:37]>>[Cl:30][C:31]1[CH:32]=[C:33]([S:38][CH2:2][CH2:3][CH2:4][CH2:5][O:6][C:7]2[CH:8]=[CH:9][C:10]3[NH:15][C:14](=[O:16])[O:13][C:12]([CH:23]4[CH2:28][CH2:27][CH2:26][CH2:25][CH2:24]4)([CH:17]4[CH2:22][CH2:21][CH2:20][CH2:19][CH2:18]4)[C:11]=3[CH:29]=2)[CH:34]=[CH:35][C:36]=1[Cl:37]. Procedure details: Prepared analogously to Example 1 from 6-(4-chlorobutoxy)-4,4-dicyclohexyl-4H-3,1-benzoxazin-2-one and 3,4-dichloro-thiophenol. Reactants: CCOC(=O)C(C)(C)Br, Oc1ccc(C(=C2CCCCCC2)c2ccc(O)cc2)cc1, CC(C)=O, [K+], [K+], O=C([O-])[O-]. The product is CCOC(=O)C(C)(C)Oc1ccc(C(=C2CCCCCC2)c2ccc(O)cc2)cc1. Reaction SMILES: [Br:29][C:30]([C:31](=[O:32])[O:33][CH2:34][CH3:35])([CH3:36])[CH3:37].[C:1]1(=[C:8]([c:9]2[cH:10][cH:11][c:12]([OH:15])[cH:13][cH:14]2)[c:16]2[cH:17][cH:18][c:19]([OH:22])[cH:20][cH:21]2)[CH2:2][CH2:3][CH2:4][CH2:5][CH2:6][CH2:7]1.[CH3:38][C:39](=[O:40])[CH3:41].[K+:23].[K+:24].[O-:25][C:26]([O-:27])=[O:28]>>[C:1]1(=[C:8]([c:9]2[cH:10][cH:11][c:12]([OH:15])[cH:13][cH:14]2)[c:16]2[cH:17][cH:18][c:19]([O:22][C:30]([C:31](=[O:32])[O:33][CH2:34][CH3:35])([CH3:36])[CH3:37])[cH:20][cH:21]2)[CH2:2][CH2:3][CH2:4][CH2:5][CH2:6][CH2:7]1. Starting materials: CN(C=O)C (N,N-dimethylformamide), IC=1C=CC(=NC1)OCCC=1N=C(OC1C)C1=CC=CC=C1 (5-iodo-2-[2-(5-methyl-2-phenyl-4-oxazolyl) ethoxy]pyridine), C(CCC)[Li] (n-butyl lithium). The solvent is O1CCCC1 (tetrahydrofuran), CCCCCC (hexane). Reaction conditions: time 15 minute. Yields the product C(=O)C=1C=CC(=NC1)OCCC=1N=C(OC1C)C1=CC=CC=C1 (5-formyl-2-[2-(5-methyl-2-phenyl-4-oxazolyl)ethoxy]pyridine). Isolated yield 79.0%. Reaction SMILES: I[C:2]1[CH:3]=[CH:4][C:5]([O:8][CH2:9][CH2:10][C:11]2[N:12]=[C:13]([C:17]3[CH:22]=[CH:21][CH:20]=[CH:19][CH:18]=3)[O:14][C:15]=2[CH3:16])=[N:6][CH:7]=1.C([Li])CCC.CN(C)[CH:30]=[O:31]>O1CCCC1.CCCCCC>[CH:30]([C:2]1[CH:3]=[CH:4][C:5]([O:8][CH2:9][CH2:10][C:11]2[N:12]=[C:13]([C:17]3[CH:22]=[CH:21][CH:20]=[CH:19][CH:18]=3)[O:14][C:15]=2[CH3:16])=[N:6][CH:7]=1)=[O:31]. Procedure: To a solution of 5-iodo-2-[2-(5-methyl-2-phenyl-4-oxazolyl) ethoxy]pyridine (2.5 g) in tetrahydrofuran (40 ml), a solution of n-butyl lithium in hexane (1.6M, 4.61 ml) was added dropwise at -65° C. in a nitrogen stream. After the mixture was stirred at the same temperature for 15 minutes, N,N-dimethylformamide (0.71 ml) was added dropwise. After the cooling bath was removed and the mixture was stirred for 30 more minutes, a saturated aqueous solution of ammonium chloride (6 ml) was added. The re... The reactants are C(C)(=O)OCC (ethyl acetate), S(=O)(=O)([O-])OS(=O)(=O)[O-].[Ce+3].S(=O)(=O)([O-])OS(=O)(=O)[O-].S(=O)(=O)([O-])OS(=O)(=O)[O-].[Ce+3] (cerium disulfate), CCCCCC (hexane). The product is C(C)(=O)OC\C=C\COCC1=CC=CC=C1 ((E)-4-(Benzyloxy)-2-butenyl acetate). As a reaction SMILES: [C:1]([O:4][CH2:5][CH3:6])(=[O:3])[CH3:2].S(OS([O-])(=O)=O)([O-])(=O)=O.[Ce+3].S(OS([O-])(=O)=O)([O-])(=O)=O.S(OS([O-])(=O)=O)([O-])(=O)=O.[Ce+3].[CH3:36][CH2:37][CH2:38][CH2:39][CH2:40][CH3:41]>>[C:1]([O:4][CH2:5]/[CH:6]=[CH:2]/[CH2:1][O:4][CH2:5][C:38]1[CH:37]=[CH:36][CH:41]=[CH:40][CH:39]=1)(=[O:3])[CH3:2] |f:1.2.3.4.5|. Procedure details: TLC: Rf =0.52, silica gel, 20% ethyl acetate in hexane, UV & cerium disulfate. The reactants are C(C)(C)(C)OC(NC1=CC=C(C=C1)C=1SC=C(N1)C=1C(NC2=CC=CC=C2C1)=O)=O ({4-[4-(2-oxo-1,2-dihydro-quinolin-3-yl)-thiazol-2-yl]-phenyl}-carbamic acid tert-butyl ester). The solvent is C(Cl)Cl (CH2Cl2), C(=O)(C(F)(F)F)O (TFA). The product is NC1=CC=C(C=C1)C=1SC=C(N1)C=1C(NC2=CC=CC=C2C1)=O (3-[2-(4-Amino-phenyl)-thiazol-4-yl]-1H-quinolin-2-one). As a reaction SMILES: C(OC(=O)[NH:7][C:8]1[CH:13]=[CH:12][C:11]([C:14]2[S:15][CH:16]=[C:17]([C:19]3[C:20](=[O:29])[NH:21][C:22]4[C:27]([CH:28]=3)=[CH:26][CH:25]=[CH:24][CH:23]=4)[N:18]=2)=[CH:10][CH:9]=1)(C)(C)C>C(Cl)Cl.C(O)(C(F)(F)F)=O>[NH2:7][C:8]1[CH:13]=[CH:12][C:11]([C:14]2[S:15][CH:16]=[C:17]([C:19]3[C:20](=[O:29])[NH:21][C:22]4[C:27]([CH:28]=3)=[CH:26][CH:25]=[CH:24][CH:23]=4)[N:18]=2)=[CH:10][CH:9]=1. Procedure: A solution of {4-[4-(2-oxo-1,2-dihydro-quinolin-3-yl)-thiazol-2-yl]-phenyl}-carbamic acid tert-butyl ester (Example 97, 70 mg, 0.17 mmol) in 0.8 mL of CH2Cl2 and 0.8 mL of TFA was stirred at RT for 1 h. Solvents were removed under vacuum and the residue was azeotroped twice with toluene. To the flask, 4.0 mL of aqueous HCl (1 M) was added and solids formed. The solvent was removed again and the solid was azeotroped with toluene twice. The solid was dried under vacuum overnight to afford the titl...